From a dataset of the Open Reaction Database (ORD), a public repository of structured organic reaction records. describe an organic reaction: reactants, conditions, products, and yield Reactants: BrC1=C(C=C(C=O)C=C1)C (4-Bromo-3-methylbenzaldehyde), CN (methylamine), C([O-])([O-])=O.[K+].[K+] (potassium carbonate). The solvent is C(C)O (ethanol). Reaction conditions: time 72 hour. The product is BrC1=C(C=C(C=CN)C=C1)C ((4-Bromo-3-methylbenzylidene)methylamine). Yield: 80.0%. As a reaction SMILES: [Br:1][C:2]1[CH:9]=[CH:8][C:5]([CH:6]=O)=[CH:4][C:3]=1[CH3:10].[CH3:11][NH2:12].C(=O)([O-])[O-].[K+].[K+]>C(O)C>[Br:1][C:2]1[CH:9]=[CH:8][C:5]([CH:6]=[CH:11][NH2:12])=[CH:4][C:3]=1[CH3:10] |f:2.3.4|. Reported procedure: 4-Bromo-3-methylbenzaldehyde (D80, 3.7 g, 18.6 mmol) was treated with methylamine in ethanol (33%, 100 ml) followed by 4 Å molecular sieves and solid potassium carbonate (approx 4 g) and the mixture stirred for 72 hours. Solvent was removed in vacuo, the residue suspended in chloroform, and the solid removed by filtration. The filtrate was evaporated in vacuo to yield the title compound as a red liquid (3.15 g, 80%).